This data is from the Open Reaction Database (ORD), a public repository of structured organic reaction records. The task is: describe an organic reaction: reactants, conditions, products, and yield Starting materials: BrC1=C(C=C(OC2=CC=C(C=C2)C2=CC=CN3C2=NS(CC3)(=O)=O)C=C1)C(F)(F)F (9-{4-[4-bromo-3-(trifluoromethyl)phenoxy]phenyl}-3,4-dihydropyrido[2,1-c][1,2,4]thiadiazine 2,2-dioxide). Reagents/catalysts: [Pt](=O)=O (platinum (IV) oxide). Solvent: C1CCOC1 (THF). Reaction conditions: time 8 hour. Product: BrC1=C(C=C(OC2=CC=C(C=C2)C2CCCN3C2=NS(CC3)(=O)=O)C=C1)C(F)(F)F (9-{4-[4-bromo-3-(trifluoromethyl)phenoxy]phenyl}-3,4,6,7,8,9-hexahydropyrido[2,1-c][1,2,4]thiadiazine 2,2-dioxide). Yield: 15.5%. As a reaction SMILES: [Br:1][C:2]1[CH:26]=[CH:25][C:5]([O:6][C:7]2[CH:12]=[CH:11][C:10]([C:13]3[C:18]4=[N:19][S:20](=[O:24])(=[O:23])[CH2:21][CH2:22][N:17]4[CH:16]=[CH:15][CH:14]=3)=[CH:9][CH:8]=2)=[CH:4][C:3]=1[C:27]([F:30])([F:29])[F:28]>C1COCC1.[Pt](=O)=O>[Br:1][C:2]1[CH:26]=[CH:25][C:5]([O:6][C:7]2[CH:12]=[CH:11][C:10]([CH:13]3[C:18]4=[N:19][S:20](=[O:24])(=[O:23])[CH2:21][CH2:22][N:17]4[CH2:16][CH2:15][CH2:14]3)=[CH:9][CH:8]=2)=[CH:4][C:3]=1[C:27]([F:30])([F:29])[F:28]. Reported procedure: A mixture of platinum (IV) oxide (30 mg) and 9-{4-[4-bromo-3-(trifluoromethyl)phenoxy]phenyl}-3,4-dihydropyrido[2,1-c][1,2,4]thiadiazine 2,2-dioxide (192 mg) in THF (20 mL) was stirred under a hydrogen atmosphere overnight. To the reaction mixture was added activated carbon, and the mixture was filtered through basic silica gel and celite. To the filtrate was added silica gel and the mixture was concentrated under reduced pressure. The residue was purified by silica gel column chromatography (me... The reactants are [Li]CCCC (n-BuLi), C(CCCCCCCCCCC)OC=1N=CSC1C1=C(N=CS1)OCCCCCCCCCCCC (4,4′-bis(dodecyloxy)-5,5′-bithiazole), C[Sn](C)(C)Cl (trimethyltin chloride). Solvent: C1CCOC1 (THF). Conditions: temperature 60 celsius, time 30 minute. Product: C(CCCCCCCCCCC)OC=1N=C(SC1C1=C(N=C(S1)[Sn](C)(C)C)OCCCCCCCCCCCC)[Sn](C)(C)C (4,4′-bis(dodecyloxy)-2,2′-bis(trimethylstannyl)-5,5′-bithiazole). Yield: 98.0%. As a reaction SMILES: [CH2:1]([O:13][C:14]1[N:15]=[CH:16][S:17][C:18]=1[C:19]1[S:23][CH:22]=[N:21][C:20]=1[O:24][CH2:25][CH2:26][CH2:27][CH2:28][CH2:29][CH2:30][CH2:31][CH2:32][CH2:33][CH2:34][CH2:35][CH3:36])[CH2:2][CH2:3][CH2:4][CH2:5][CH2:6][CH2:7][CH2:8][CH2:9][CH2:10][CH2:11][CH3:12].[Li]CCCC.[CH3:42][Sn:43](Cl)([CH3:45])[CH3:44]>C1COCC1>[CH2:1]([O:13][C:14]1[N:15]=[C:16]([Sn:43]([CH3:45])([CH3:44])[CH3:42])[S:17][C:18]=1[C:19]1[S:23][C:22]([Sn:43]([CH3:45])([CH3:44])[CH3:42])=[N:21][C:20]=1[O:24][CH2:25][CH2:26][CH2:27][CH2:28][CH2:29][CH2:30][CH2:31][CH2:32][CH2:33][CH2:34][CH2:35][CH3:36])[CH2:2][CH2:3][CH2:4][CH2:5][CH2:6][CH2:7][CH2:8][CH2:9][CH2:10][CH2:11][CH3:12]. Procedure: A solution of 0.16 g (0.298 mmol) of compound 13 in 24 mL of THF was cooled to −78° C. The resulting suspension was treated dropwise with 0.29 mL (0.725 mmol) n-BuLi (2.5 M in hexanes) and stirred for 30 minutes. The dry ice bath was removed and the mixture was stirred at ambient temperature for 30 minutes. The mixture was treated with 0.167 g (0.84 mmol) of trimethyltin chloride and heated in an oil bath at 60° C. for 30 minutes. The mixture was concentrated in vacuo. The resulting oily solid w... Reactants: BrC1C(OCC1)=O (3-bromodihydrofuran-2(3H)-one), S(=O)([O-])[O-].[Na+].[Na+] (sodium sulfite), C([O-])(O)=O.[Na+] (sodium bicarbonate), FC1=C(C=C(C(=C1)F)F)S(=O)(=O)Cl (2,4,5-trifluorobenzenesulfonyl chloride). The solvent is O (water). Conditions: temperature 150 celsius. Yields the product FC1=C(C=C(C(=C1)F)F)S(=O)(=O)C1C(OCC1)=O (3-[(2,4,5-Trifluorophenyl)sulfonyl]dihydrofuran-2(3H)-one). Yield: 17.7%. Reaction SMILES: S([O-])([O-])=O.[Na+].[Na+].C(=O)(O)[O-].[Na+].[F:12][C:13]1[CH:18]=[C:17]([F:19])[C:16]([F:20])=[CH:15][C:14]=1[S:21](Cl)(=[O:23])=[O:22].Br[CH:26]1[CH2:30][CH2:29][O:28][C:27]1=[O:31]>O>[F:12][C:13]1[CH:18]=[C:17]([F:19])[C:16]([F:20])=[CH:15][C:14]=1[S:21]([CH:26]1[CH2:30][CH2:29][O:28][C:27]1=[O:31])(=[O:23])=[O:22] |f:0.1.2,3.4|. Procedure: A solution of sodium sulfite (153 mg, 1.21 mmol) and sodium bicarbonate (306 mg, 3.63 mmol) in water (3 mL) was treated with 2,4,5-trifluorobenzenesulfonyl chloride (280 mg, 1.21 mmol) and heated in a microwave reactor at 150° C. for 400 seconds. The resulting mixture was treated with 3-bromodihydrofuran-2(3H)-one (299 mg, 1.82 mmol) and then heated in a microwave reactor at 150° C. for 500 seconds. The mixture was cooled to 10° C. and the resulting solid filtered off and dried in vacuo to give ...